Dataset: the Open Reaction Database (ORD), a public repository of structured organic reaction records. Task: describe an organic reaction: reactants, conditions, products, and yield Starting materials: NC=1C=C2C(=CNC2=CC1)CC#N (5-aminoindole-3-acetonitrile), O([K])C#N (KOCN). The solvent is CC(=O)O (HOAc), O (H2O). Run at time 14 hour. Product: C(#N)CC1=CNC2=CC=C(C=C12)NC(=O)N (N-(3-cyanomethyl-1H-indol-5-yl)urea). Isolated yield 52.7%. Reaction SMILES: [NH2:1][C:2]1[CH:3]=[C:4]2[C:8](=[CH:9][CH:10]=1)[NH:7][CH:6]=[C:5]2[CH2:11][C:12]#[N:13].[O:14]([C:16]#[N:17])[K]>CC(O)=O.O>[C:12]([CH2:11][C:5]1[C:4]2[C:8](=[CH:9][CH:10]=[C:2]([NH:1][C:16]([NH2:17])=[O:14])[CH:3]=2)[NH:7][CH:6]=1)#[N:13]. Procedure: To a solution of 21.3 g (0.124 mole) of 5-aminoindole-3-acetonitrile in 400 ml of 25% aq HOAc cooled to 0° was added 10.5 g (0.13 mole) of KOCN in 30 ml of H2O. The reaction mixture was stored at 0° for 14 hours after which a beige solid was filtered and recrystallized from methanol to give 14.0 g (53% yield) of N-(3-cyanomethyl-1H-indol-5-yl)urea. Further recrystallization affords an analytical sample: m.p. 219°-220°; i.r. (Nujol) 3455, 3300, 2250 and 1650 cm-1 ; nmr (d6 -DMSO) δ(TMS) 11.06 (1,... Reactants: ClC1=CC(=C(CN2N=CC3=CC(=CC=C23)\C=C/2\C(NC(S2)=O)=O)C=C1)C(F)(F)F ((5Z)-5-({1-[4-chloro-2-(trifluoromethyl)benzyl]-1H-indazol-5-yl}methylidene)-2,4-dioxo-1,3-thiazolidine), BrCCCl (1-bromo-2-chloroethane), C(C)(=O)N1CCNCC1 (1-acetylpiperazine). Yields the product C(C)(=O)N1CCN(CC1)CCN1C(S\C(\C1=O)=C/C=1C=C2C=NN(C2=CC1)CC1=C(C=C(C=C1)Cl)C(F)(F)F)=O ((5Z)-3-[2-(4-Acetylpiperazin-1-yl)ethyl]-5-({1-[4-chloro-2-(trifluoromethyl)benzyl]-1H-indazol-5-yl}methylidene)-1,3-thiazolidine-2,4-dione). RXN SMILES: [Cl:1][C:2]1[CH:25]=[CH:24][C:5]([CH2:6][N:7]2[C:15]3[C:10](=[CH:11][C:12](/[CH:16]=[C:17]4/[C:18](=[O:23])[NH:19][C:20](=[O:22])[S:21]/4)=[CH:13][CH:14]=3)[CH:9]=[N:8]2)=[C:4]([C:26]([F:29])([F:28])[F:27])[CH:3]=1.Br[CH2:31][CH2:32]Cl.[C:34]([N:37]1[CH2:42][CH2:41][NH:40][CH2:39][CH2:38]1)(=[O:36])[CH3:35]>>[C:34]([N:37]1[CH2:42][CH2:41][N:40]([CH2:31][CH2:32][N:19]2[C:18](=[O:23])/[C:17](=[CH:16]/[C:12]3[CH:11]=[C:10]4[C:15](=[CH:14][CH:13]=3)[N:7]([CH2:6][C:5]3[CH:24]=[CH:25][C:2]([Cl:1])=[CH:3][C:4]=3[C:26]([F:27])([F:29])[F:28])[N:8]=[CH:9]4)/[S:21][C:20]2=[O:22])[CH2:39][CH2:38]1)(=[O:36])[CH3:35]. Reported procedure: (5Z)-3-[2-(4-Acetylpiperazin-1-yl)ethyl]-5-({1-[4-chloro-2-(trifluoromethyl)benzyl]-1H-indazol-5-yl}methylidene)-1,3-thiazolidine-2,4-dione was prepared from [(5Z)-5-({1-[4-chloro-2-(trifluoromethyl)benzyl]-1H-indazol-5-yl}methylidene)-2,4-dioxo-1,3-thiazolidine (from Example 1), 1-bromo-2-chloroethane and 1-acetylpiperazine following General Procedure G. The reactants are iv, BrC1=CN(C=2N=CN=CC21)S(=O)(=O)C2=CC=C(C)C=C2 (5-bromo-7-tosyl-7H-pyrrolo[2,3-d]pyrimidine), CC1(OBOC1(C)C)C (4,4,5,5-tetramethyl-1,3,2-dioxaborolane), C(C)(=O)[O-].[K+] (potassium acetate). The reagents and catalysts are Cl[Pd]Cl (PdCl2). Run in COCCOC (DME). Product: CC1(OB(OC1(C)C)C1=CN(C=2N=CN=CC21)S(=O)(=O)C2=CC=C(C)C=C2)C (5-(4,4,5,5-tetramethyl-1,3,2-dioxaborolan-2-yl)-7-tosyl-7H-pyrrolo[2,3-d]pyrimidine). RXN SMILES: Br[C:2]1[C:10]2[CH:9]=[N:8][CH:7]=[N:6][C:5]=2[N:4]([S:11]([C:14]2[CH:20]=[CH:19][C:17]([CH3:18])=[CH:16][CH:15]=2)(=[O:13])=[O:12])[CH:3]=1.[CH3:21][C:22]1([CH3:29])[C:26]([CH3:28])([CH3:27])[O:25][BH:24][O:23]1.C([O-])(=O)C.[K+]>COCCOC.Cl[Pd]Cl>[CH3:21][C:22]1([CH3:29])[C:26]([CH3:28])([CH3:27])[O:25][B:24]([C:2]2[C:10]3[CH:9]=[N:8][CH:7]=[N:6][C:5]=3[N:4]([S:11]([C:14]3[CH:20]=[CH:19][C:17]([CH3:18])=[CH:16][CH:15]=3)(=[O:13])=[O:12])[CH:3]=2)[O:23]1 |f:2.3|. Procedure: As shown in FIG. 1—step iv, a mixture of compound 1004 (140 mg, 0.40 mmol), 4,4,5,5-tetramethyl-1,3,2-dioxaborolane dimer (121 mg, 0.477 mmol), PdCl2 dppf2 (16 mg, 0.02 mmol) and potassium acetate (117 mg, 1.19 mmol) in 2 mL of DME were microwaved at 150° C. for 10 minutes. The reaction mixture was filtered through a short pad of silica gel with 30% EtOAc-70% hexanes as eluent to provide, after concentration to dryness, 158 mg (98%) of 5-(4,4,5,5-tetramethyl-1,3,2-dioxaborolan-2-yl)-7-tosyl-7H-p... Reactants: N[C@@H](CC(=O)O)C(=O)O (aspartic acid), C(=O)(OC(C)(C)C)N[C@@H](CC(=O)[O-])C(=O)[O-] (N-boc-L-aspartate), C(C)(=O)OC(C)=O (acetic anhydride), (S)-3-amino-1-substituted-pyrrolidines, N[C@@H](CC(=O)[O-])C(=O)[O-] (L-aspartate). Yields the product C(C)(C)(C)OC(=O)N[C@H]1CC(=O)OC1=O ((S)-3-(tert butoxycarbonylamino)succinic anhydride). As a reaction SMILES: N[C@H](C(O)=O)CC(O)=O.N[C@H](C([O-])=O)CC([O-])=O.[C:19]([NH:26][C@H:27]([C:32]([O-:34])=[O:33])[CH2:28][C:29]([O-:31])=O)([O:21][C:22]([CH3:25])([CH3:24])[CH3:23])=[O:20].C(OC(=O)C)(=O)C>>[C:22]([O:21][C:19]([NH:26][C@@H:27]1[C:32](=[O:33])[O:34][C:29](=[O:31])[CH2:28]1)=[O:20])([CH3:23])([CH3:24])[CH3:25]. Reported procedure: Due to its low cost, L aspartic acid appears to be the most attractive starting material for the preparation of (S)-3-amino-1-substituted-pyrrolidines. The literature method from L-aspartate (D. T. Witiak, loc. cit.) involves treatment of N-boc-L-aspartate with acetic anhydride to give (S)-3-(tert butoxycarbonylamino)succinic anhydride followed by addition of a primary amine and ring closure with heat to give the succinimide, (S)-3-(tert-butoxycarbonylamino)-1-substituted pyrrolidine-2,5-dione. ...